From a dataset of the Open Reaction Database (ORD), a public repository of structured organic reaction records. describe an organic reaction: reactants, conditions, products, and yield Reactants: COc1cc2nccc(Cl)c2cc1OC, O=C(c1ccc(O)cc1)c1cccs1. Product: COc1cc2nccc(Oc3ccc(C(=O)c4cccs4)cc3)c2cc1OC. RXN SMILES: [Cl:1][c:2]1[cH:3][cH:4][n:5][c:6]2[cH:7][c:8]([O:14][CH3:15])[c:9]([O:12][CH3:13])[cH:10][c:11]12.[s:16]1[c:17]([C:21](=[O:22])[c:23]2[cH:24][cH:25][c:26]([OH:29])[cH:27][cH:28]2)[cH:18][cH:19][cH:20]1>>[c:2]1([O:29][c:26]2[cH:25][cH:24][c:23]([C:21]([c:17]3[s:16][cH:20][cH:19][cH:18]3)=[O:22])[cH:28][cH:27]2)[cH:3][cH:4][n:5][c:6]2[cH:7][c:8]([O:14][CH3:15])[c:9]([O:12][CH3:13])[cH:10][c:11]12. The reactants are CS(=O)(=O)[O-], Nc1ncnc2c1ncn2C1COC2C(O)COC21. Product: CSC1COC2C1OCC2n1cnc2c(N)ncnc21. RXN SMILES: [CH3:1][S:2](=[O:3])(=[O:4])[O-:5].[NH2:6][c:7]1[c:8]2[n:9][cH:10][n:11]([CH:16]3[CH2:17][O:18][CH:19]4[CH:20]3[O:21][CH2:22][CH:23]4[OH:24])[c:12]2[n:13][cH:14][n:15]1>>[CH3:1][S:2][CH:23]1[CH:19]2[O:18][CH2:17][CH:16]([n:11]3[cH:10][n:9][c:8]4[c:7]([NH2:6])[n:15][cH:14][n:13][c:12]43)[CH:20]2[O:21][CH2:22]1. Starting materials: [N+](=O)([O-])C=1C=C(C=CC1)P(O)O (m-nitrobenzenephosphonous acid), ( II ), [N+](=O)(O)[O-] (nitric acid). Yields the product [N+](=O)([O-])C=1C=C(C=CC1)P(O)(=O)O (m-nitrobenzenephosphonic acid). As a reaction SMILES: [N+:1]([C:4]1[CH:5]=[C:6]([P:10]([OH:12])[OH:11])[CH:7]=[CH:8][CH:9]=1)([O-:3])=[O:2].[N+]([O-])(O)=[O:14]>>[N+:1]([C:4]1[CH:5]=[C:6]([P:10]([OH:14])(=[O:12])[OH:11])[CH:7]=[CH:8][CH:9]=1)([O-:3])=[O:2]. Procedure: According to my invention phenylphosphorus dichloride is converted to benzenephosphonous acid (B), which is nitrated (I) with nitric acid at a temperature around 0° C. to form m-nitrobenzenephosphonous acid (E) which, to my knowledge, is a compound not previously described in the literature. Compound E is conveniently oxidized by heating (II) the reaction mixture in the presence of additional nitric acid to form m-nitrobenzenephosphonic acid (C), and then compound (D) by subsequent reduction. My... The reactants are COc1ncnc(C(F)(F)F)c1Br, [Li]CCCC, CCCCCC, CCOC=O, C1CCOC1, O. The product is COc1ncnc(C(F)(F)F)c1C=O. As a reaction SMILES: [Br:12][c:13]1[c:14]([O:23][CH3:24])[n:15][cH:16][n:17][c:18]1[C:19]([F:20])([F:21])[F:22].[CH2:1]([Li:2])[CH2:3][CH2:4][CH3:5].[CH3:6][CH2:7][CH2:8][CH2:9][CH2:10][CH3:11].[CH:25](=[O:26])[O:27][CH2:28][CH3:29].[O:30]1[CH2:31][CH2:32][CH2:33][CH2:34]1.[OH2:35]>>[c:13]1([CH:25]=[O:26])[c:14]([O:23][CH3:24])[n:15][cH:16][n:17][c:18]1[C:19]([F:20])([F:21])[F:22]. Starting materials: O=C([O-])[O-], CO, COC(=O)c1ccc2c([N+](=O)[O-])cc3c(c2c1)C(CCl)CN3C(=O)C(F)(F)F, ClCCl, [Cs+], [Cs+], O. The product is COC(=O)c1ccc2c([N+](=O)[O-])cc3c(c2c1)C(CCl)CN3. RXN SMILES: [C:29](=[O:30])([O-:31])[O-:32].[CH3:36][OH:37].[Cl:1][CH2:2][CH:3]1[CH2:4][N:5]([C:23](=[O:24])[C:25]([F:26])([F:27])[F:28])[c:6]2[cH:7][c:8]([N+:20](=[O:21])[O-:22])[c:9]3[c:10]([c:11]21)[cH:12][c:13]([C:16](=[O:17])[O:18][CH3:19])[cH:14][cH:15]3.[Cl:38][CH2:39][Cl:40].[Cs+:33].[Cs+:34].[OH2:35]>>[Cl:1][CH2:2][CH:3]1[CH2:4][NH:5][c:6]2[cH:7][c:8]([N+:20](=[O:21])[O-:22])[c:9]3[c:10]([c:11]21)[cH:12][c:13]([C:16](=[O:17])[O:18][CH3:19])[cH:14][cH:15]3. The reactants are COc1cc(Br)c(CCN)cc1OC, O=C(Cl)c1ccccc1C(=O)Cl, CC#N, CCN(C(C)C)C(C)C. Yields the product COc1cc(Br)c(CCN2C(=O)c3ccccc3C2=O)cc1OC. RXN SMILES: [Br:1][c:2]1[c:3]([CH2:12][CH2:13][NH2:14])[cH:4][c:5]([O:10][CH3:11])[c:6]([O:8][CH3:9])[cH:7]1.[C:15]([c:16]1[c:17]([C:18](=[O:19])[Cl:26])[cH:21][cH:22][cH:23][cH:24]1)([Cl:20])=[O:25].[CH3:36][C:37]#[N:38].[CH:27]([N:28]([CH2:29][CH3:30])[CH:31]([CH3:32])[CH3:33])([CH3:34])[CH3:35]>>[Br:1][c:2]1[c:3]([CH2:12][CH2:13][N:14]2[C:15](=[O:25])[c:16]3[c:17]([cH:21][cH:22][cH:23][cH:24]3)[C:18]2=[O:19])[cH:4][c:5]([O:10][CH3:11])[c:6]([O:8][CH3:9])[cH:7]1. The reactants are C(C1=CC=CC=C1)N1N=C2C=C(C=CC2=C1)C=1C=C(N2N=CN=C(C21)N)C2CN1C(CO2)CNCC1 (5-(2-benzyl-2H-indazol-6-yl)-7-(octahydropyrazino[2,1-c][1,4]oxazin-3-yl)pyrrolo[2,1-f][1,2,4]triazin-4-amine), C(=O)([O-])[O-].[K+].[K+] (K2CO3), [I-].[K+] (potassium iodide), ClCC(=O)N(C)C (2-chloro-N,N-dimethylacetamide). The solvent is CN(C)C=O (DMF). Reaction conditions: temperature 65 celsius, time 2 hour. Yields the product NC1=NC=NN2C1=C(C=C2C2CN1C(CO2)CN(CC1)CC(=O)N(C)C)C=1C=CC2=CN(N=C2C1)CC1=CC=CC=C1 (2-{3-[4-amino-5-(2-benzyl-2H-indazol-6-yl)pyrrolo[2,1-f][1,2,4]triazin-7-yl]hexahydropyrazino[2,1-c][1,4]oxazin-8(1H)-yl}-N,N-dimethylacetamide). Isolated yield 8.8%. As a reaction SMILES: [CH2:1]([N:8]1[CH:16]=[C:15]2[C:10]([CH:11]=[C:12]([C:17]3[CH:18]=[C:19]([CH:27]4[O:32][CH2:31][CH:30]5[CH2:33][NH:34][CH2:35][CH2:36][N:29]5[CH2:28]4)[N:20]4[C:25]=3[C:24]([NH2:26])=[N:23][CH:22]=[N:21]4)[CH:13]=[CH:14]2)=[N:9]1)[C:2]1[CH:7]=[CH:6][CH:5]=[CH:4][CH:3]=1.C([O-])([O-])=O.[K+].[K+].[I-].[K+].Cl[CH2:46][C:47]([N:49]([CH3:51])[CH3:50])=[O:48]>CN(C=O)C>[NH2:26][C:24]1[C:25]2=[C:17]([C:12]3[CH:13]=[CH:14][C:15]4[C:10]([CH:11]=3)=[N:9][N:8]([CH2:1][C:2]3[CH:7]=[CH:6][CH:5]=[CH:4][CH:3]=3)[CH:16]=4)[CH:18]=[C:19]([CH:27]3[O:32][CH2:31][CH:30]4[CH2:33][N:34]([CH2:46][C:47]([N:49]([CH3:51])[CH3:50])=[O:48])[CH2:35][CH2:36][N:29]4[CH2:28]3)[N:20]2[N:21]=[CH:22][N:23]=1 |f:1.2.3,4.5|. Reported procedure: To a stirred solution of 5-(2-benzyl-2H-indazol-6-yl)-7-(octahydropyrazino[2,1-c][1,4]oxazin-3-yl)pyrrolo[2,1-f][1,2,4]triazin-4-amine (50 mg, 0.10 mmol), K2CO3 (28 mg, 0.21 mmol), and potassium iodide (19 mg, 0.11 mmol) in DMF (1 mL), 2-chloro-N,N-dimethylacetamide (14 mg, 0.11 mmol) was added at rt. The reaction was heated to 65° C. and allowed to stir for 2 hours. The mixture was allowed to cool and partitioned between ethyl acetate (50 mL) and saturated aqueous K2CO3 solution (30 mL). The la... The reactants are OC=C1C(NC2=CC(=CC=C12)C(=O)C=1C=C(C=CC1)NC(=O)C=1SC=CC1C)=O (3-Methyl-thiophene-2-carboxylic acid [3-(3-hydroxymethylene-2-oxo-2,3-dihydro-1H-indole-6-carbonyl)-phenyl]-amide), C1CCOC1 (THF), N1(CCCC1)CC1=CC=C(C=C1)N (4-Pyrrolidin-1-ylmethyl-phenylamine). Run in CCOC(=O)C (EtOAc), CCCCCC (Hexane). Conditions: temperature 65 celsius, time 24 hour. The product is O=C1NC2=CC(=CC=C2C1=CNC1=CC=C(C=C1)CN1CCCC1)C(=O)C=1C=C(C=CC1)NC(=O)C=1SC=CC1C (3-Methyl-thiophene-2-carboxylic acid (3-{2-oxo-3-[(4-pyrrolidin-1-ylmethyl-phenylamino)-methylene]-2,3-dihydro-1H-indole-6-carbonyl}-phenyl)-amide). Isolated yield 52.0%. As a reaction SMILES: O[CH:2]=[C:3]1[C:11]2[C:6](=[CH:7][C:8]([C:12]([C:14]3[CH:15]=[C:16]([NH:20][C:21]([C:23]4[S:24][CH:25]=[CH:26][C:27]=4[CH3:28])=[O:22])[CH:17]=[CH:18][CH:19]=3)=[O:13])=[CH:9][CH:10]=2)[NH:5][C:4]1=[O:29].C1COCC1.[N:35]1([CH2:40][C:41]2[CH:46]=[CH:45][C:44]([NH2:47])=[CH:43][CH:42]=2)[CH2:39][CH2:38][CH2:37][CH2:36]1>CCOC(C)=O.CCCCCC>[O:29]=[C:4]1[C:3](=[CH:2][NH:47][C:44]2[CH:43]=[CH:42][C:41]([CH2:40][N:35]3[CH2:39][CH2:38][CH2:37][CH2:36]3)=[CH:46][CH:45]=2)[C:11]2[C:6](=[CH:7][C:8]([C:12]([C:14]3[CH:15]=[C:16]([NH:20][C:21]([C:23]4[S:24][CH:25]=[CH:26][C:27]=4[CH3:28])=[O:22])[CH:17]=[CH:18][CH:19]=3)=[O:13])=[CH:9][CH:10]=2)[NH:5]1. Procedure details: A small screw cap test tube was charged with 3-Methyl-thiophene-2-carboxylic acid [3-(3-hydroxymethylene-2-oxo-2,3-dihydro-1H-indole-6-carbonyl)-phenyl]-amide (prepared below, 200 mg, 0.4945 mmol) and THF (5.0 mL). To the resulting solution was added 4-Pyrrolidin-1-ylmethyl-phenylamine (87.1 mg, 0.494 mmol), and the mixture was stirred for 24 h at 65° C. Subsequently, the reaction mixture was cooled to room temperature and diluted with EtOAc (˜5 mL) and Hexane (˜40 mL). The precipitate that form... Starting materials: NN1C(C2=CC=CC=C2C(=N1)Cl)=O (2-amino-4-chlorophthalazin-1(2H)-one), ClC1=CC=C(C=C1)CC(=O)O (2-(4-chlorophenyl)acetic acid). Yields the product ClC1=NN(C(C2=CC=CC=C12)=O)NC(CC1=CC=C(C=C1)Cl)=O (N-(4-chloro-1-oxophthalazin-2(1H)-yl)-2-(4-chlorophenyl)acetamide). As a reaction SMILES: [NH2:1][N:2]1[N:11]=[C:10]([Cl:12])[C:9]2[C:4](=[CH:5][CH:6]=[CH:7][CH:8]=2)[C:3]1=[O:13].[Cl:14][C:15]1[CH:20]=[CH:19][C:18]([CH2:21][C:22](O)=[O:23])=[CH:17][CH:16]=1>>[Cl:12][C:10]1[C:9]2[C:4](=[CH:5][CH:6]=[CH:7][CH:8]=2)[C:3](=[O:13])[N:2]([NH:1][C:22](=[O:23])[CH2:21][C:18]2[CH:19]=[CH:20][C:15]([Cl:14])=[CH:16][CH:17]=2)[N:11]=1. Procedure details: The product from Example 19A and 2-(4-chlorophenyl)acetic acid were processed using a method similar to that described in Example 17C to afford the title compound. 1H NMR (400 MHz, DMSO-d6) δ ppm 3.70 (s, 2H) 7.23-7.56 (m, 4H) 7.97-8.17 (m, 3H) 8.36 (d, J=7.63 Hz, 1H) 11.77 (s, 1H); MS (ESI) m/z 349 (M+H)+.